This data is from the Open Reaction Database (ORD), a public repository of structured organic reaction records. The task is: describe an organic reaction: reactants, conditions, products, and yield Reactants: O=Cc1ccc(Cl)cc1, ClCCl, [Mg+2], COC(=O)C(N)c1ccc(OC)cc1, O=S(=O)([O-])[O-]. Product: COC(=O)C(N=Cc1ccc(Cl)cc1)c1ccc(OC)cc1. Reaction SMILES: [Cl:21][c:22]1[cH:23][cH:24][c:25]([CH:26]=[O:27])[cH:28][cH:29]1.[Cl:30][CH2:31][Cl:32].[Mg+2:15].[NH2:1][CH:2]([C:3](=[O:4])[O:5][CH3:6])[c:7]1[cH:8][cH:9][c:10]([O:13][CH3:14])[cH:11][cH:12]1.[O-:16][S:17](=[O:18])(=[O:19])[O-:20]>>[N:1]([CH:2]([C:3](=[O:4])[O:5][CH3:6])[c:7]1[cH:8][cH:9][c:10]([O:13][CH3:14])[cH:11][cH:12]1)=[CH:26][c:25]1[cH:24][cH:23][c:22]([Cl:21])[cH:29][cH:28]1. Reactants: CC1=C(CS\C(=C/C(=O)OC)\C2=CC=CC=C2)C=CC=C1 (methyl Z-3-(2'-methylbenzylthio)-3-phenyl-2-propenoate), CC(C)([O-])C.[K+] (potassium tert-butoxide). Run in C1CCOC1 (THF), C1CCOC1 (THF), C1CCOC1 (THF). Run at temperature 25 celsius, time 30 minute. The product is OC1=C(SC(=C1)C1=CC=CC=C1)C1=C(C=CC=C1)C (3-hydroxy-2-(2'-methyl phenyl) 5-phenylthiophene). Reaction SMILES: [CH3:1][C:2]1[CH:21]=[CH:20][CH:19]=[CH:18][C:3]=1[CH2:4][S:5]/[C:6](/[C:12]1[CH:17]=[CH:16][CH:15]=[CH:14][CH:13]=1)=[CH:7]\[C:8]([O:10]C)=O.CC(C)([O-])C.[K+]>C1COCC1>[OH:10][C:8]1[CH:7]=[C:6]([C:12]2[CH:17]=[CH:16][CH:15]=[CH:14][CH:13]=2)[S:5][C:4]=1[C:3]1[CH:18]=[CH:19][CH:20]=[CH:21][C:2]=1[CH3:1] |f:1.2|. Procedure: A solution of methyl Z-3-(2'-methylbenzylthio)-3-phenyl-2-propenoate (900 mg, 3.02 mmol) in THF (8 mL) was added dropwise through a double-ended needle to a solution of potassium tert-butoxide (1.02 g, 9.09 mmol) in THF (12 mL). An additional 2 mL of THF was used to rinse the ester into the reaction. The reaction was stirred 30 minutes at 25° C., then cooled in an ice bath and quenched by the addition of 7.0 mL of 2.0 N aqueous hydrochloric acid. The reaction was poured into 50 mL of saturated a... Reactants: O=C1C(SCCC1)C(=O)OCC (ethyl 3-oxotetrahydrothiopyran-2-carboxylate), CSC(N)=N (S-methylisothiourea), [OH-].[K+] (potassium hydroxide), [OH-].[Na+] (sodium hydroxide), C([O-])([O-])=O.[K+].[K+] (potassium carbonate), C([O-])([O-])=O.[Na+].[Na+] (sodium carbonate), [H-].[Na+] (sodium hydride), C[O-].[Na+] (sodium methoxide), [O-]CC.[Na+] (sodium ethoxide). The solvent is CN(C=O)C (N,N-dimethylformamide), C(C)(C)O (isopropyl alcohol), C(C)O (ethanol), CO (methanol). Yields the product CSC1=NC2=C(C=N1)SCC=C2 (2-methylthio-thiopyranopyrimidine). As a reaction SMILES: O=[C:2]1[CH2:7][CH2:6][CH2:5][S:4][CH:3]1[C:8](OCC)=O.[CH3:13][S:14][C:15](=[NH:17])[NH2:16].[OH-].[K+].[OH-].[Na+].C(=O)([O-])[O-].[K+].[K+].C(=O)([O-])[O-].[Na+].[Na+].[H-].[Na+].C[O-].[Na+].[O-]CC.[Na+]>CN(C)C=O.C(O)(C)C.C(O)C.CO>[CH3:13][S:14][C:15]1[N:17]=[CH:8][C:3]2[S:4][CH2:5][CH:6]=[CH:7][C:2]=2[N:16]=1 |f:2.3,4.5,6.7.8,9.10.11,12.13,14.15,16.17|. Reported procedure: According to the above reaction scheme, ethyl 3-oxotetrahydrothiopyran-2-carboxylate is reacted with S-methylisothiourea in the presence of a basic catalyst such as potassium hydroxide, sodium hydroxide, potassium carbonate, sodium carbonate, sodium hydride, sodium methoxide, sodium ethoxide and the like, in a solvent such as methanol, ethanol, isopropyl alcohol, N,N-dimethylformamide to produce a 2-methylthio-thiopyranopyrimidine compound (V), and the resulting compound (V) is then heated under... Reactants: O (water), C12C3C(C=CC(C3C(C=C1)C2)=O)=O (tricyclo[6.2.1.02,7]undeca-4,9-diene-3,6-dione), OO (hydrogen peroxide), C(=O)(O)[O-].[Na+] (NaHCO3). Solvent: CC(=O)C (acetone). Conditions: temperature 0 celsius, time 1 hour. The product is O1C2C(C3C4C=CC(C3C(C21)=O)C4)=O (4,5-epoxy-tricyclo[6.2.1.02,7]undec-9-ene-3,6-dione). The yield is 98.3%. Reaction SMILES: [CH:1]12[CH2:11][CH:8]([CH:9]=[CH:10]1)[CH:7]1[CH:2]2[C:3](=[O:13])[CH:4]=[CH:5][C:6]1=[O:12].C([O-])(O)=[O:15].[Na+].OO.O>CC(C)=O>[O:15]1[CH:4]2[CH:5]1[C:6](=[O:12])[CH:7]1[CH:2]([C:3]2=[O:13])[CH:1]2[CH2:11][CH:8]1[CH:9]=[CH:10]2 |f:1.2|. Procedure details: A solution of tricyclo[6.2.1.02,7]undeca-4,9-diene-3,6-dione (14) (26.13 g, 150 mmol) in acetone (100 ml) was cooled to 0° C. on an ice-bath. To the solution was added saturated aqueous NaHCO3 (33 ml). To the mixture was added dropwise 34.5% aqueous hydrogen peroxide (142 ml) while keeping at 0° C. After the addition, the reaction mixture was stirred at 0° C. for 1 hr and then water (100 ml) was added. From the mixture solution, the product was extracted with diethyl ether (total 700 ml). The ex...